This data is from the Open Reaction Database (ORD), a public repository of structured organic reaction records. The task is: describe an organic reaction: reactants, conditions, products, and yield The reactants are C(CCC)C(CO)CO (2-butyl-1,3-propanediol), C(C)OC=C(C(=O)OCC)C(=O)OCC (diethyl (ethoxymethylidene)-malonate). The reagents and catalysts are O.C1(=CC=C(C=C1)S(=O)(=O)O)C (p-toluenesulfonic acid monohydrate). Run in C1(=CC=CC=C1)C (toluene), C1(=CC=CC=C1)C (toluene). Yields the product C(CCC)C1COC(OC1)C(C(=O)OCC)C(=O)OCC (diethyl (5-butyl-1,3-dioxan-2-yl)-malonate). The yield is 89.4%. RXN SMILES: [CH2:1]([CH:5]([CH2:8][OH:9])[CH2:6][OH:7])[CH2:2][CH2:3][CH3:4].C(O[CH:13]=[C:14]([C:20]([O:22][CH2:23][CH3:24])=[O:21])[C:15]([O:17][CH2:18][CH3:19])=[O:16])C>O.C1(C)C=CC(S(O)(=O)=O)=CC=1.C1(C)C=CC=CC=1>[CH2:1]([CH:5]1[CH2:8][O:9][CH:13]([CH:14]([C:15]([O:17][CH2:18][CH3:19])=[O:16])[C:20]([O:22][CH2:23][CH3:24])=[O:21])[O:7][CH2:6]1)[CH2:2][CH2:3][CH3:4] |f:2.3|. Reported procedure: A mixture of 17.45 g of 2-butyl-1,3-propanediol, 26.4 g of diethyl (ethoxymethylidene)-malonate, 250 ml of toluene and 0.285 g of p-toluenesulfonic acid monohydrate was heated to boiling for 1 hour, with moist toluene being distilled off and replaced by the addition of fresh toluene. The reaction mixture was neutralized with triethylamine and, after cooling, washed with saturated sodium chloride solution, dried over sodium sulphate and concentrated. The crude product (42.35 g) was chromatographe... Reactants: FC1=CC=C(C(=O)NC(CC(=O)OCC)C(CC(C)C)=O)C=C1 (ethyl 3-(4-fluorobenzoylamino)-3-isovalerylpropionate), P(=O)(Cl)(Cl)Cl (phosphorus oxychloride). Solvent: CN(C=O)C (dimethylformamide). Product: FC1=CC=C(C=C1)C=1OC(=C(N1)CC(=O)OCC)CC(C)C (ethyl 2-[2-(4-fluorophenyl)-5-isobutyl-4-oxazolyl]acetate). Isolated yield 75.6%. Reaction SMILES: [F:1][C:2]1[CH:23]=[CH:22][C:5]([C:6]([NH:8][CH:9]([C:16](=[O:21])[CH2:17][CH:18]([CH3:20])[CH3:19])[CH2:10][C:11]([O:13][CH2:14][CH3:15])=[O:12])=O)=[CH:4][CH:3]=1.P(Cl)(Cl)(Cl)=O>CN(C)C=O>[F:1][C:2]1[CH:23]=[CH:22][C:5]([C:6]2[O:21][C:16]([CH2:17][CH:18]([CH3:20])[CH3:19])=[C:9]([CH2:10][C:11]([O:13][CH2:14][CH3:15])=[O:12])[N:8]=2)=[CH:4][CH:3]=1. Reported procedure: 3.5 g of ethyl 3-(4-fluorobenzoylamino)-3-isovalerylpropionate, 20 ml of dimethylformamide and 4.1 g of phosphorus oxychloride are treated in the same manner as described in Example 1. 2.5 g of ethyl 2-[2-(4-fluorophenyl)-5-isobutyl-4-oxazolyl]acetate are thereby obtained. Yield: 75.5%. Starting materials: CC(OCC)=O (EA), CC(OCC)=O (EA), C(C)OC(C[C@@H](CC#N)O)=O ((R)4-cyano-3-hydroxy butyric acid ethyl ester). The reagents and catalysts are [Ag]=O (Silver oxide). The solvent is IC (iodomethane). Run at time 8 hour. Yields the product C(C)OC(CC(CC#N)OC)=O (4-cyano-3-methoxyl butyric acid ethyl ester). The yield is 63.1%. As a reaction SMILES: [CH2:1]([O:3][C:4](=[O:11])[CH2:5][C@H:6]([OH:10])[CH2:7][C:8]#[N:9])[CH3:2].[CH3:12]C(=O)OCC>IC.[Ag]=O>[CH2:1]([O:3][C:4](=[O:11])[CH2:5][CH:6]([O:10][CH3:12])[CH2:7][C:8]#[N:9])[CH3:2]. Reported procedure: (R)4-cyano-3-hydroxy butyric acid ethyl ester (1.5 g, 9.54 mmol) was dissolved in iodomethane (20 ml). Silver oxide solid (3.3 g, 14.32 mmol) was added, and the reaction mixture was agitated at room temperature overnight. TLC (PE/EA=2/1) was employed to monitor the reaction. After the reaction completed, the silver oxide solid was removed by filtration, and the solvent was evaporated. Column chromatography (PE/EA=10/1) afforded colorless transparent liquid 1.0 g, yield 63.1%. The reactants are C(C)(C)(C)OC(=O)N1CC(CC1)OC1=CC=C(C=C1)C(F)(F)F (3-(4-trifluoromethyl-phenoxy)-pyrrolidine-1-carboxylic acid tert-butyl ester), FC(C(=O)O)(F)F (trifluoroacetic acid). Solvent: O1CCOCC1 (dioxane). Reaction conditions: time 3 hour. The product is FC(C1=CC=C(OC2CNCC2)C=C1)(F)F (3-(4-Trifluoromethyl-phenoxy)-pyrrolidine), solid. Yield: 69.0%. As a reaction SMILES: C(OC([N:8]1[CH2:12][CH2:11][CH:10]([O:13][C:14]2[CH:19]=[CH:18][C:17]([C:20]([F:23])([F:22])[F:21])=[CH:16][CH:15]=2)[CH2:9]1)=O)(C)(C)C.FC(F)(F)C(O)=O>O1CCOCC1>[F:23][C:20]([F:21])([F:22])[C:17]1[CH:18]=[CH:19][C:14]([O:13][CH:10]2[CH2:11][CH2:12][NH:8][CH2:9]2)=[CH:15][CH:16]=1. Procedure: To a solution of 0.75 mmol 3-(4-trifluoromethyl-phenoxy)-pyrrolidine-1-carboxylic acid tert-butyl ester in 20 ml dioxane at 0° C. was added dropwise 9.20 mmol trifluoroacetic acid, and the reaction mixture was then stirred at RT for 3 h. The reaction mixture was then concentrated in vacuo, and the residue resuspended in ethyl acetate and washed with 1 M aqueous hydrochloric acid. The aqueous phase was separated and then made basic by addition of 1 M aqueous sodium hydroxide solution and subseque...